The task is: describe an organic reaction: reactants, conditions, products, and yield. This data is from the Open Reaction Database (ORD), a public repository of structured organic reaction records. The reactants are COC(=O)C1(C(C(CCC1)NC1=NC(=NC=C1F)C1=CN(C2=NC=C(C=C21)Cl)S(=O)(=O)C2=CC=C(C=C2)C)O)C (Racemic methyl-3-[[2-[5-chloro-1-(p-tolylsulfonyl)pyrrolo[2,3-b]pyridin-3-yl]-5-fluoro-pyrimidin-4-yl]amino]-2-hydroxy-1-methyl-cyclohexanecarboxylate), COC(=O)C1(C(C(CCC1)NC1=NC(=NC=C1F)C1=CN(C2=NC=C(C=C21)Cl)S(=O)(=O)C2=CC=C(C=C2)C)O)C (racemic Methyl-3-[[2-[5-chloro-1-(p-tolylsulfonyl)pyrrolo[2,3-b]pyridin-3-yl]-5-fluoro-pyrimidin-4-yl]amino]-2-hydroxy-1-methyl-cyclohexanecarboxylate), C1CCOC1 (THF), [Li+].[OH-] (LiOH). The solvent is CO (MeOH). The product is ClC=1C=C2C(=NC1)NC=C2C2=NC=C(C(=N2)NC2C(C(CCC2)(C(=O)O)C)O)F (racemic 3-[[2-(5-chloro-1H-pyrrolo[2,3-b]pyridin-3-yl)-5-fluoro-pyrimidin-4-yl]amino]-2-hydroxy-1-methyl-cyclohexanecarboxylic acid). As a reaction SMILES: C[O:2][C:3]([C:5]1([CH3:40])[CH2:10][CH2:9][CH2:8][CH:7]([NH:11][C:12]2[C:17]([F:18])=[CH:16][N:15]=[C:14]([C:19]3[C:27]4[C:22](=[N:23][CH:24]=[C:25]([Cl:28])[CH:26]=4)[N:21](S(C4C=CC(C)=CC=4)(=O)=O)[CH:20]=3)[N:13]=2)[CH:6]1[OH:39])=[O:4].C1COCC1.[Li+].[OH-]>CO>[Cl:28][C:25]1[CH:26]=[C:27]2[C:19]([C:14]3[N:13]=[C:12]([NH:11][CH:7]4[CH2:8][CH2:9][CH2:10][C:5]([CH3:40])([C:3]([OH:4])=[O:2])[CH:6]4[OH:39])[C:17]([F:18])=[CH:16][N:15]=3)=[CH:20][NH:21][C:22]2=[N:23][CH:24]=1 |f:2.3|. Reported procedure: Racemic methyl-3-[[2-[5-chloro-1-(p-tolylsulfonyl)pyrrolo[2,3-b]pyridin-3-yl]-5-fluoro-pyrimidin-4-yl]amino]-2-hydroxy-1-methyl-cyclohexanecarboxylate, 66f, (0.100 g, 0.170 mmol) was dissolved in MeOH (1 mL) and THF (1 mL) and treated with aqueous LiOH (0.24 mL of 1 M solution, 0.24 mmol) and the reaction was heated to reflux overnight. The reaction was cooled to room temperature and the resulting material directly purified by preparatory HPLC to afford 20 mg of racemic 3-[[2-(5-chloro-1H-pyrrol... Reactants: NCCN1CCC1 (N-(2-aminoethyl)azetidine), C(=O)(N1C=NC=C1)N1C=NC=C1 (1,1'-carbonyldiimidazole), C1(=CC=CC=C1)N1CCNCC1 (1-phenylpiperazine). The solvent is O1CCCC1 (tetrahydrofuran). The product is C1(=CC=CC=C1)N1CCN(CC1)C(=O)NCCN1CCC1 (4-Phenyl-N-[2-(1-azetidinyl)ethyl]-1-piperazinecarboxamide). RXN SMILES: [NH2:1][CH2:2][CH2:3][N:4]1[CH2:7][CH2:6][CH2:5]1.[C:8](N1C=CN=C1)(N1C=CN=C1)=[O:9].[C:20]1([N:26]2[CH2:31][CH2:30][NH:29][CH2:28][CH2:27]2)[CH:25]=[CH:24][CH:23]=[CH:22][CH:21]=1>O1CCCC1>[C:20]1([N:26]2[CH2:31][CH2:30][N:29]([C:8]([NH:1][CH2:2][CH2:3][N:4]3[CH2:7][CH2:6][CH2:5]3)=[O:9])[CH2:28][CH2:27]2)[CH:25]=[CH:24][CH:23]=[CH:22][CH:21]=1. Procedure details: Following the procedure of Example 5, N-(2-aminoethyl)azetidine and 1,1'-carbonyldiimidazole are reacted together in tetrahydrofuran and the product thereof is reacted further with 1-phenylpiperazine to give the title compound. The reactants are [H][H] (hydrogen), S1C=CC=C1 (thiophene), C(C)O (ethanol), FC1=CC=C(C(=O)C2CCN(CC2)CCCNC(C2=C(C=CC=C2)[N+](=O)[O-])=O)C=C1 (N-[3-[4-(4-fluorobenzoyl)-1-piperidinyl]propyl]-2-nitrobenzamide). Reagents/catalysts: [Pt] (platinum-on-charcoal). Solvent: CO (methanol). Product: NC1=C(C(=O)NCCCN2CCC(CC2)C(C2=CC=C(C=C2)F)=O)C=CC=C1 (2-amino-N-[3-[4-(4-fluorobenzoyl)-1-piperidinyl]propyl]benzamide). Isolated yield 45.0%. RXN SMILES: S1C=CC=C1.C(O)C.[F:9][C:10]1[CH:38]=[CH:37][C:13]([C:14]([CH:16]2[CH2:21][CH2:20][N:19]([CH2:22][CH2:23][CH2:24][NH:25][C:26](=[O:36])[C:27]3[CH:32]=[CH:31][CH:30]=[CH:29][C:28]=3[N+:33]([O-])=O)[CH2:18][CH2:17]2)=[O:15])=[CH:12][CH:11]=1.[H][H]>[Pt].CO>[NH2:33][C:28]1[CH:29]=[CH:30][CH:31]=[CH:32][C:27]=1[C:26]([NH:25][CH2:24][CH2:23][CH2:22][N:19]1[CH2:20][CH2:21][CH:16]([C:14](=[O:15])[C:13]2[CH:12]=[CH:11][C:10]([F:9])=[CH:38][CH:37]=2)[CH2:17][CH2:18]1)=[O:36]. Procedure details: To 1 part of a solution of 2 parts of thiophene in 40 parts of ethanol are added 18 parts of N-[3-[4-(4-fluorobenzoyl)-1-piperidinyl]propyl]-2-nitrobenzamide and 200 parts of methanol. The whole is hydrogenated at normal pressure and at room temperature with 2 parts of platinum-on-charcoal catalyst 5%. After the calculated amount of hydrogen is taken up, the catalyst is filtered off and the filtrate is evaporated. The oily residue is purified by column-chromatography over silica gel using a mixt...